Dataset: the Open Reaction Database (ORD), a public repository of structured organic reaction records. Task: describe an organic reaction: reactants, conditions, products, and yield The reactants are C1(CCCC1)CO ((cyclopentyl)methanol), [H-].[Na+] (sodium hydride), C(C1=CC=CC=C1)OC=1C=CC2=C(C(C(CCO2)Br)=O)C1 (7-benzyloxy-4-bromo-3,4-dihydro-1-benzoxepin-5 (2H)-one). The solvent is O1CCCC1 (tetrahydrofuran). The product is C(C1=CC=CC=C1)OC=1C=CC2=C(C(C(CCO2)OCC2CCCC2)=O)C1 (7-Benzyloxy-3,4-dihydro-4-(cyclopentyl)methoxy-1-benzoxepin-5 (2H)-one). RXN SMILES: [CH:1]1([CH2:6][OH:7])[CH2:5][CH2:4][CH2:3][CH2:2]1.[H-].[Na+].[CH2:10]([O:17][C:18]1[CH:19]=[CH:20][C:21]2[O:27][CH2:26][CH2:25][CH:24](Br)[C:23](=[O:29])[C:22]=2[CH:30]=1)[C:11]1[CH:16]=[CH:15][CH:14]=[CH:13][CH:12]=1>O1CCCC1>[CH2:10]([O:17][C:18]1[CH:19]=[CH:20][C:21]2[O:27][CH2:26][CH2:25][CH:24]([O:7][CH2:6][CH:1]3[CH2:5][CH2:4][CH2:3][CH2:2]3)[C:23](=[O:29])[C:22]=2[CH:30]=1)[C:11]1[CH:12]=[CH:13][CH:14]=[CH:15][CH:16]=1 |f:1.2|. Procedure details: To a solution of 1.5 g of (cyclopentyl)methanol in 50 ml of tetrahydrofuran is added 720 mg of 50% sodium hydride. After stirring until evolution of H2 is substantially complete (about 30 minutes), a solution of 4.5 g of crude 7-benzyloxy-4-bromo-3,4-dihydro-1-benzoxepin-5 (2H)-one is added. The reaction is allowed to stir at room temperature for 5 hours. The tetrahydrofuran is evaporated in vacuo, and the residue dissolved in ethyl acetate and washed with water. The ethyl acetate layer is dried... Reactants: C(C)OC1=C(OCC(CNCCN)O)C=CC=C1 (N-[3-(o-ethoxyphenoxy)-2-hydroxy-propyl]-ethylenediamine), C([O-])([O-])=O.[K+].[K+] (potassium carbonate), CN1N=CC(=C(C1=O)Cl)Cl (2-methyl-4,5-dichloro-pyridazin-3-one). Solvent: C1(=CC=CC=C1)C (toluene), C1(=CC=CC=C1)C (toluene). Product: C(C)OC1=C(OCC(CNCCNC2=C(C(N(N=C2)C)=O)Cl)O)C=CC=C1 (N-[3-(o-ethoxyphenoxy)-2-hydroxy-propyl]-N'-[2-methyl-3-oxo-4-chloro-pyridaz-5-yl]-ethylenediamine). Yield: 84.0%. RXN SMILES: [CH2:1]([O:3][C:4]1[CH:18]=[CH:17][CH:16]=[CH:15][C:5]=1[O:6][CH2:7][CH:8]([OH:14])[CH2:9][NH:10][CH2:11][CH2:12][NH2:13])[CH3:2].C(=O)([O-])[O-].[K+].[K+].[CH3:25][N:26]1[C:31](=[O:32])[C:30]([Cl:33])=[C:29](Cl)[CH:28]=[N:27]1>C1(C)C=CC=CC=1>[CH2:1]([O:3][C:4]1[CH:18]=[CH:17][CH:16]=[CH:15][C:5]=1[O:6][CH2:7][CH:8]([OH:14])[CH2:9][NH:10][CH2:11][CH2:12][NH:13][C:29]1[CH:28]=[N:27][N:26]([CH3:25])[C:31](=[O:32])[C:30]=1[Cl:33])[CH3:2] |f:1.2.3|. Reported procedure: 5.1 g of N-[3-(o-ethoxyphenoxy)-2-hydroxy-propyl]-ethylenediamine ##STR19## are dissolved in 50 ml of toluene, and 3 g of potassium carbonate are added to the solution. A solution of 3.6 g of 2-methyl-4,5-dichloro-pyridazin-3-one ##STR20## in 50 ml of toluene is then added to the above solution at room temperature, while stirring, and the mixture is then heated under reflux for 17 hours, while stirring. The mixture is then allowed to cool to room temperature and is filtered off under suction fro... The reactants are CC(C)([O-])C.[K+] (Potassium tertiary butoxide), ClC(C1OC(C2C(C12)(C)C)=O)Cl (4-dichloromethyl-6,6-dimethyl-3-oxabicyclo[3.1.0]-hexan-2-one), Cl (hydrochloric acid). Solvent: O (water), CS(=O)C (dimethylsulphoxide). Run at time 0.5 hour. The product is ClC(=C[C@@H]1[C@@H](C1(C)C)C(=O)O)Cl (cis 2-(2,2-dichlorovinyl)-3,3-dimethylcyclopropane carboxylic acid). As a reaction SMILES: CC(C)([O-])C.[K+].[Cl:7][CH:8]([Cl:18])[CH:9]1[CH:14]2[CH:12]([C:13]2([CH3:16])[CH3:15])[C:11](=[O:17])[O:10]1.Cl>CS(C)=O.O>[Cl:7][C:8]([Cl:18])=[CH:9][C@H:14]1[C:13]([CH3:16])([CH3:15])[C@H:12]1[C:11]([OH:17])=[O:10] |f:0.1|. Procedure: Potassium tertiary butoxide (0.45 mol) was added to a solution of 4-dichloromethyl-6,6-dimethyl-3-oxabicyclo[3.1.0]-hexan-2-one (0.16 mmol) in dry dimethylsulphoxide (0.4 ml) and stirred at room temperature for 1/2 hour. The solution was then diluted with water, acidified with concentrated hydrochloric acid and extracted CDCl3. NMR analysis showed a virtually quantitative yield of the desired cis acid. The product is CCCCc1ncc(C=NC(C)(Cc2ccccc2)C(=O)OC)n1Cc1ccccc1Cl. The reactants are [Li]CCCC, CCCCc1ncc(C=NC(Cc2ccccc2)C(=O)OC)n1Cc1ccccc1Cl, CI, CC(C)NC(C)C, C1CCOC1. Reaction SMILES: [CH2:8]([Li:9])[CH2:10][CH2:11][CH3:12].[CH3:13][O:14][C:15]([CH:16]([N:17]=[CH:18][c:19]1[cH:20][n:21][c:22]([CH2:32][CH2:33][CH2:34][CH3:35])[n:23]1[CH2:24][c:25]1[c:26]([Cl:31])[cH:27][cH:28][cH:29][cH:30]1)[CH2:36][c:37]1[cH:38][cH:39][cH:40][cH:41][cH:42]1)=[O:43].[CH3:44][I:45].[CH:1]([NH:2][CH:3]([CH3:4])[CH3:5])([CH3:6])[CH3:7].[O:46]1[CH2:47][CH2:48][CH2:49][CH2:50]1>>[CH3:1][C:16]([C:15]([O:14][CH3:13])=[O:43])([N:17]=[CH:18][c:19]1[cH:20][n:21][c:22]([CH2:32][CH2:33][CH2:34][CH3:35])[n:23]1[CH2:24][c:25]1[c:26]([Cl:31])[cH:27][cH:28][cH:29][cH:30]1)[CH2:36][c:37]1[cH:38][cH:39][cH:40][cH:41][cH:42]1. Reactants: C(=CC(C)=C)N1C=2C(C(=O)OC1=O)=CC=CC2 (N-isoprenyl isatoic anhydride), [H-].[Na+] (Sodium hydride), C(CC(=O)OCC)(=O)OCC (Diethyl malonate). The product is OC1=C(C(N(C2=CC=CC=C12)C=CC(C)=C)=O)C(=O)OCC (Ethyl 4-hydroxy-1-(isoprenyl)-2-oxo-1,2-dihydroquinoline-3-carboxylate). Reaction SMILES: [CH:1]([N:6]1[C:12](=[O:13])[O:11][C:9](=O)[C:8]2=[CH:14][CH:15]=[CH:16][CH:17]=[C:7]12)=[CH:2][C:3](=[CH2:5])[CH3:4].[H-].[Na+].C(OCC)(=O)[CH2:21][C:22]([O:24][CH2:25][CH3:26])=[O:23]>>[OH:11][C:9]1[C:8]2[C:7](=[CH:17][CH:16]=[CH:15][CH:14]=2)[N:6]([CH:1]=[CH:2][C:3](=[CH2:5])[CH3:4])[C:12](=[O:13])[C:21]=1[C:22]([O:24][CH2:25][CH3:26])=[O:23] |f:1.2|. Procedure: Reagents: Comp 18 (1.3 mmols, 0.3 g); Sodium hydride (1.3 mmols, 0.065 g); Diethyl malonate (6.5 mmols, 1.0 g). Yield: 0.08 g (21%), white solid, m.p.=123° C.-124° C. Reactants: O1[C@H](C(=O)O)[C@H]1CC ((2S,3R)-2,3-epoxypentanoic acid), O1[C@H](C(=O)O)[C@H]1CC ((2S,3R)-2,3-Epoxypentanoic Acid), [OH-].[Na+] (sodium hydroxide), C(C1=CC=CC=C1)N (benzylamine). The solvent is O (water). Yields the product C(C1=CC=CC=C1)N[C@@H](C(=O)O)[C@@H](CC)O ((2R,3R)-2-Benzylamino-3-Hydroxypentanoic Acid). Yield: 75.0%. RXN SMILES: [O:1]1[C@H:6]([CH2:7][CH3:8])[C@H:2]1[C:3]([OH:5])=[O:4].[OH-].[Na+].[CH2:11]([NH2:18])[C:12]1[CH:17]=[CH:16][CH:15]=[CH:14][CH:13]=1>O>[CH2:11]([NH:18][C@H:2]([C@H:6]([OH:1])[CH2:7][CH3:8])[C:3]([OH:5])=[O:4])[C:12]1[CH:17]=[CH:16][CH:15]=[CH:14][CH:13]=1 |f:1.2|. Procedure details: To 14.2 g (0.05 mol) of the (2S,3R)-2,3-epoxypentanoic acid obtained in (4) above were added 500 ml of water and 6.4 g (0.16 mol) of sodium hydroxide, and 42.6 g (0.15 mol) of benzylamine (VI) was added thereto, followed by refluxing for 8 hours. Water was evaporated, and the concentrate was adjusted to pH 5 to 6 with diluted hydrochloric acid and extracted with 500 ml of ethyl acetate. After drying, ethyl acetate was removed by evaporation to yield 8.36 g (0.0375 mol, 75%) of the title compound... The reactants are ClC=1C(=NC=C(C1)Cl)C([C@H](C)NC(OC(C)(C)C)=O)=O (tert-butyl (S)—N-[2-(3,5-dichloropyridin-2-yl)-1-methyl-2-oxoethyl]carbamate), Cl.NO (hydroxylamine hydrochloride), N1=CC=CC=C1 (pyridine). Run in C(C)O (ethanol). Reaction conditions: time 18 hour. The product is ClC=1C(=NC=C(C1)Cl)C([C@H](C)NC(OC(C)(C)C)=O)=NO (tert-butyl (S)—N-[2-(3,5-dichloropyridin-2-yl)-2-hydroxyimino-1-methylethyl]carbamate). Isolated yield 70.7%. RXN SMILES: [Cl:1][C:2]1[C:3]([C:9](=O)[C@@H:10]([NH:12][C:13](=[O:19])[O:14][C:15]([CH3:18])([CH3:17])[CH3:16])[CH3:11])=[N:4][CH:5]=[C:6]([Cl:8])[CH:7]=1.Cl.[NH2:22][OH:23].N1C=CC=CC=1>C(O)C>[Cl:1][C:2]1[C:3]([C:9](=[N:22][OH:23])[C@@H:10]([NH:12][C:13](=[O:19])[O:14][C:15]([CH3:18])([CH3:17])[CH3:16])[CH3:11])=[N:4][CH:5]=[C:6]([Cl:8])[CH:7]=1 |f:1.2|. Procedure details: To a solution of 1.0 g of tert-butyl (S)—N-[2-(3,5-dichloropyridin-2-yl)-1-methyl-2-oxoethyl]carbamate and 239 mg of hydroxylamine hydrochloride in 5 ml of ethanol, 272 mg of pyridine was added, and the mixture was stirred at room temperature for 18 hours. After completion of the reaction, the solvent was evaporated under reduced pressure, the resulting residue was mixed with 10 ml of water and extracted with ethyl acetate (10 ml×2), the resulting organic layers were combined, dried over saturat...